From a dataset of the Open Reaction Database (ORD), a public repository of structured organic reaction records. describe an organic reaction: reactants, conditions, products, and yield The reactants are ClC1=C2C(=NC=C1C#N)C1=C(O2)C=CC=C1 (4-chlorobenzo[4,5]furo[3,2-b]pyridine-3-carbonitrile), BrC=1C=C(N)C=CC1 (3-bromoaniline). Run in C(C)OCCO (2-ethoxyethanol). Yields the product BrC=1C=C(C=CC1)NC1=C2C(=NC=C1C#N)C1=C(O2)C=CC=C1 (4-(3-Bromophenylamino)benzo[4,5]furo[3,2-b]pyridine-3-carbonitrile). Isolated yield 63.4%. Reaction SMILES: Cl[C:2]1[C:7]([C:8]#[N:9])=[CH:6][N:5]=[C:4]2[C:10]3[CH:16]=[CH:15][CH:14]=[CH:13][C:11]=3[O:12][C:3]=12.[Br:17][C:18]1[CH:19]=[C:20]([CH:22]=[CH:23][CH:24]=1)[NH2:21]>C(OCCO)C>[Br:17][C:18]1[CH:19]=[C:20]([NH:21][C:2]2[C:7]([C:8]#[N:9])=[CH:6][N:5]=[C:4]3[C:10]4[CH:16]=[CH:15][CH:14]=[CH:13][C:11]=4[O:12][C:3]=23)[CH:22]=[CH:23][CH:24]=1. Procedure: A solution of 300 mg (1.30 mmol) of 4-chlorobenzo[4,5]furo[3,2-b]pyridine-3-carbonitrile and 0.160 mL (1.43 mmol) of 3-bromoaniline in 8 mL of 2-ethoxyethanol is heated at reflux temperature for 24 hours. The reaction mixture is partitioned between ethyl acetate and saturated sodium bicarbonate. The organic layer is washed with saturated sodium bicarbonate, followed by brine, then dried over sodium sulfate, filtered through a pad of diatomaceous earth and concentrated in vacuo. The resultant sol...